From a dataset of the Open Reaction Database (ORD), a public repository of structured organic reaction records. describe an organic reaction: reactants, conditions, products, and yield The reactants are C1(=CC=CC=C1)C#CC1=NC=CC=C1 (2-(phenylethynyl)pyridine), C1(=C(C(=CC(=C1)C)C)S(=O)(=O)ON)C (O-mesitylenesulfonylhydroxylamine), C(C)OCC (ethyl ether), C(=O)([O-])[O-].[K+].[K+] (K2CO3). The solvent is ClCCl (dichloromethane), O (water), ClCCl (dichloromethane). Run at time 30 minute. Product: C1(=CC=CC=C1)C1=NN2C(C=CC=C2)=C1 (2-Phenylpyrazolo[1,5-a]pyridine), C1(=CC=CC=C1)C#CC1=NC=CC=C1 (2-(phenylethynyl)pyridine). RXN SMILES: [C:1]1([C:7]#[C:8][C:9]2[CH:14]=[CH:13][CH:12]=[CH:11][N:10]=2)[CH:6]=[CH:5][CH:4]=[CH:3][CH:2]=1.C1(C)C=C(C)C=C(C)C=1S(O[NH2:27])(=O)=O.C(OCC)C.C([O-])([O-])=O.[K+].[K+]>ClCCl.O>[C:1]1([C:7]2[CH:8]=[C:9]3[CH:14]=[CH:13][CH:12]=[CH:11][N:10]3[N:27]=2)[CH:2]=[CH:3][CH:4]=[CH:5][CH:6]=1.[C:1]1([C:7]#[C:8][C:9]2[CH:14]=[CH:13][CH:12]=[CH:11][N:10]=2)[CH:2]=[CH:3][CH:4]=[CH:5][CH:6]=1 |f:3.4.5|. Procedure details: 2-Phenylpyrazolo[1,5-a]pyridine was prepared by the following procedure. A solution of 2-(phenylethynyl)pyridine (3.2 g, 0.018 mol) in dichloromethane (20 mL) was cooled to 0° C. in an ice bath. A solution of O-mesitylenesulfonylhydroxylamine in dichloromethane was added dropwise, keeping the temperature below 5° C. The mixture was stirred for 30 minutes, then ethyl ether was added to precipitate a solid (5–7 g). The solid was filtered off, washed with ethyl ether and dried. The solid was re-dis...